This data is from the Open Reaction Database (ORD), a public repository of structured organic reaction records. The task is: describe an organic reaction: reactants, conditions, products, and yield Starting materials: [OH-].[Na+] (sodium hydroxide), [H-].[Na+] (sodium hydride), O1CCC(CC1)=O (2,3,5,6-tetrahydropyran-4-one), CC(C)(C(=O)[O-])P(=O)(O)OC (trimethylphosphonoacetate). Solvent: CO (methanol), O1CCCC1 (tetrahydrofuran), CO (Methanol), O1CCCC1 (tetrahydrofuran). Reaction conditions: time 10 minute. Yields the product C(=O)(O)C=C1CCOCC1 (4-(carboxymethylene)-2,3,5,6-tetrahydropyran). The yield is 97.6%. As a reaction SMILES: [H-].[Na+].C[C:4](P(OC)(O)=O)([C:6]([O-:8])=[O:7])[CH3:5].[O:14]1[CH2:19][CH2:18]C(=O)[CH2:16][CH2:15]1.[OH-].[Na+]>O1CCCC1.CO>[C:6]([CH:4]=[C:5]1[CH2:18][CH2:19][O:14][CH2:15][CH2:16]1)([OH:8])=[O:7] |f:0.1,4.5|. Procedure details: Methanol (204 ml) was slowly added to a suspension of sodium hydride (5.48 g, 228.2 mmol) in tetrahydrofuran (204 ml) at 0° C. When addition was complete, trimethylphosphonoacetate (34.22 ml, 211.4 mmol) was added to the mixture at such a rate as to maintain the temperature below 12° C. Stirring was continued for a further 10 minutes. To this reaction mixture was added a solution of 2,3,5,6-tetrahydropyran-4-one (16.28 g, 163.0 mmol) in tetrahydrofuran (20 ml), keeping the temperature below 30° ... Starting materials: O=Cc1ccccc1O, ClCCl, ClI, [Na+], [Na+], O=S([O-])[O-]. The product is O=Cc1cc(I)ccc1O. As a reaction SMILES: [CH:3](=[O:4])[c:5]1[cH:6][cH:7][cH:8][cH:9][c:10]1[OH:11].[Cl:18][CH2:19][Cl:20].[I:1][Cl:2].[Na+:16].[Na+:17].[S:12]([O-:13])([O-:14])=[O:15]>>[I:1][c:7]1[cH:6][c:5]([CH:3]=[O:4])[c:10]([OH:11])[cH:9][cH:8]1. Starting materials: cuprous iodide, OC(C#C)CCCCCCCC (3-Hydroxy-undec-1-yne), BrC1=CC=CC(=N1)CC1=CC=CC(O1)=O (6-[1-[6-bromopyridine-2yl]methyl]pyran-2-one), (bis)triphenylphosphine palladium dichloride. Solvent: C(C)N(CC)CC (triethylamine). Conditions: temperature 55 celsius, time 1 hour. Product: OC(C#CC1=CC=CC(=N1)CC1=CC=CC(O1)=O)CCCCCCCC (6-[1-[6-(3-Hydroxy-undec-1ynyl)-pyridine-2yl]-methyl]-pyran-2-one). RXN SMILES: [OH:1][CH:2]([CH2:5][CH2:6][CH2:7][CH2:8][CH2:9][CH2:10][CH2:11][CH3:12])[C:3]#[CH:4].Br[C:14]1[N:19]=[C:18]([CH2:20][C:21]2[O:26][C:25](=[O:27])[CH:24]=[CH:23][CH:22]=2)[CH:17]=[CH:16][CH:15]=1>C(N(CC)CC)C>[OH:1][CH:2]([CH2:5][CH2:6][CH2:7][CH2:8][CH2:9][CH2:10][CH2:11][CH3:12])[C:3]#[C:4][C:14]1[N:19]=[C:18]([CH2:20][C:21]2[O:26][C:25](=[O:27])[CH:24]=[CH:23][CH:22]=2)[CH:17]=[CH:16][CH:15]=1. Reported procedure: 3-Hydroxy-undec-1-yne (202 mg, 1.2 mmole) and 6-[1-[6-bromopyridine-2yl]methyl]pyran-2-one (270 mg, 1 mmole) are combined in 4 ml triethylamine in a 25 ml one-neck round bottom flask under argon. The mixture is treated with (bis)triphenylphosphine palladium dichloride (14 mg, 0.02 mmole), warmed to 55° C., and is treated with cuprous iodide (2 mg, 0.01 mmole). The reaction mixture is stirred one hour at 55° C., cooled to room temperature, and the volatiles are removed in vacuo. The residue is pa... The reactants are C1(=CC=CC=C1)CN1CCC(CCC1)=O (hexahydro-1-(phenylmethyl)-4H-azepin-4-one), C1(=CC=C(C=C1)S(=O)(=O)C[N+]#[C-])C (4-toluene-sulfonylmethyl isocyanide), CC(C)([O-])C.[K+] (potassium tert-butoxide). The solvent is O (water), CN(C)C=O (DMF), CC(C)(C)O (2-methyl-2-propanol), COCCOC (1,2-dimethoxyethane). Reaction conditions: temperature 0 celsius, time 1 hour. Product: C1(=CC=CC=C1)CN1CCC(CCC1)C#N ((±)-hexahydro-1-(phenylmethyl)-1H-azepine-4-carbonitrile). The yield is 112.0%. RXN SMILES: [C:1]1([CH2:7][N:8]2[CH2:14][CH2:13][CH2:12][C:11](=O)[CH2:10][CH2:9]2)[CH:6]=[CH:5][CH:4]=[CH:3][CH:2]=1.C1(C)C=CC(S([CH2:25][N+:26]#[C-])(=O)=O)=CC=1.CC(C)([O-])C.[K+]>CN(C=O)C.CC(O)(C)C.COCCOC.O>[C:1]1([CH2:7][N:8]2[CH2:14][CH2:13][CH2:12][CH:11]([C:25]#[N:26])[CH2:10][CH2:9]2)[CH:6]=[CH:5][CH:4]=[CH:3][CH:2]=1 |f:2.3|. Procedure details: A mixture of hexahydro-1-(phenylmethyl)-4H-azepin-4-one (0.2 mol) and 4-toluene-sulfonylmethyl isocyanide (0.25 mol) in DMF (200 ml) was stirred at 0° C. A solution of potassium tert-butoxide (0.4 mol) in a mixture of 2-methyl-2-propanol (200 ml) and 1,2-dimethoxyethane (200 ml) was added dropwise at 0° C. The mixture was allowed to reach room temperature and stirring was continued for 1 hour. The mixture was stirred in water and this mixture was extracted with DCM. The separated organic layer w... Starting materials: C(C)N(C(C=C1C=C(C(C(=C1)C(C)(C)C)=O)C(C)(C)C)=O)CC (Diethyl (3,5-di-t-butyl-4-oxocyclohexa-2,5-dienylidene)acetamide), N1CCOCC1 (morpholine), pure product. Product: C(C)N(C(C(N1CCOCC1)C1=CC(=C(C(=C1)C(C)(C)C)O)C(C)(C)C)=O)CC (Diethyl-(3,5-Di-tert-butyl-4-hydroxy-phenyl)-(N-morpholinyl)-acetamide). Reaction SMILES: [CH2:1]([N:3]([CH2:22][CH3:23])[C:4](=[O:21])[CH:5]=[C:6]1[CH:11]=[C:10]([C:12]([CH3:15])([CH3:14])[CH3:13])[C:9](=[O:16])[C:8]([C:17]([CH3:20])([CH3:19])[CH3:18])=[CH:7]1)[CH3:2].[NH:24]1[CH2:29][CH2:28][O:27][CH2:26][CH2:25]1>>[CH2:22]([N:3]([CH2:1][CH3:2])[C:4](=[O:21])[CH:5]([C:6]1[CH:11]=[C:10]([C:12]([CH3:14])([CH3:15])[CH3:13])[C:9]([OH:16])=[C:8]([C:17]([CH3:20])([CH3:19])[CH3:18])[CH:7]=1)[N:24]1[CH2:29][CH2:28][O:27][CH2:26][CH2:25]1)[CH3:23]. Procedure: Synthesized as in Example 51 from Intermediate 21 (1.84 g, 5.8 mmol) and morpholine (1.06 g, 12.2 mmol). This gave 1.65 g (70%) of pure product. The reactants are O=C([O-])CC(O)(CC(=O)[O-])C(=O)[O-], CN(CC(CC=O)c1ccc(Cl)c(Cl)c1)C(=O)c1cc(C#N)cc2ccccc12, O=S(c1ccccc1C1CCNCC1)C(F)(F)F. Yields the product O=C(O)CC(O)(CC(=O)O)C(=O)O, CN(CC(CCN1CCC(c2ccccc2S(=O)C(F)(F)F)CC1)c1ccc(Cl)c(Cl)c1)C(=O)c1cc(C#N)cc2ccccc12. As a reaction SMILES: [C:48]([CH2:49][C:50]([OH:51])([C:52](=[O:53])[O-:54])[CH2:55][C:56](=[O:57])[O-:58])(=[O:59])[O-:60].[Cl:1][c:2]1[cH:3][c:4]([CH:9]([CH2:10][N:11]([C:12](=[O:13])[c:14]2[cH:15][c:16]([C:24]#[N:25])[cH:17][c:18]3[cH:19][cH:20][cH:21][cH:22][c:23]23)[CH3:26])[CH2:27][CH:28]=[O:29])[cH:5][cH:6][c:7]1[Cl:8].[F:30][C:31]([S:32](=[O:33])[c:34]1[c:35]([CH:40]2[CH2:41][CH2:42][NH:43][CH2:44][CH2:45]2)[cH:36][cH:37][cH:38][cH:39]1)([F:46])[F:47]>>[C:48]([CH2:49][C:50]([OH:51])([C:52](=[O:53])[OH:54])[CH2:55][C:56](=[O:57])[OH:58])(=[O:59])[OH:60].[Cl:1][c:2]1[cH:3][c:4]([CH:9]([CH2:10][N:11]([C:12](=[O:13])[c:14]2[cH:15][c:16]([C:24]#[N:25])[cH:17][c:18]3[cH:19][cH:20][cH:21][cH:22][c:23]23)[CH3:26])[CH2:27][CH2:28][N:43]2[CH2:42][CH2:41][CH:40]([c:35]3[c:34]([S:32]([C:31]([F:30])([F:46])[F:47])=[O:33])[cH:39][cH:38][cH:37][cH:36]3)[CH2:45][CH2:44]2)[cH:5][cH:6][c:7]1[Cl:8]. Reactants: BrC1=C(C=CC(=C1)F)O (2-bromo-4-fluorophenol), C(=O)([O-])[O-].[K+].[K+] (K2CO3), C(C)I (ethyl iodide), O (Water). Run in CN(C)C=O (DMF). Reaction conditions: time 24 hour. The product is BrC1=C(C=CC(=C1)F)OCC (2-bromo-1-ethoxy-4-fluoro-benzene). Isolated yield 101.7%. RXN SMILES: [Br:1][C:2]1[CH:7]=[C:6]([F:8])[CH:5]=[CH:4][C:3]=1[OH:9].C([O-])([O-])=O.[K+].[K+].[CH2:16](I)[CH3:17].O>CN(C=O)C>[Br:1][C:2]1[CH:7]=[C:6]([F:8])[CH:5]=[CH:4][C:3]=1[O:9][CH2:16][CH3:17] |f:1.2.3|. Reported procedure: To a solution of 2-bromo-4-fluorophenol (25.8 g) in DMF (100 ml) was added K2CO3 (20.5 g) and ethyl iodide (23.2 g). The mixture was stirred for 24 h at room temperature. Water (400 ml) was added and the mixture was extracted with hexane. The organic phase was washed with water, dried, filtered over a plug of silica gel and evaporated to yield 30.1 g of 2-bromo-1-ethoxy-4-fluoro-benzene as a colorless oil. MS: 220 ([M+H]+). The reactants are CC[C@@]1(C2=C(COC1=O)C(=O)N3CC=4C=C5C=CC=CC5=NC4C3=C2)O (camptothecin), I(=O)(=O)(=O)O (periodic acid), [BH4-].[Na+] (sodium borohydride), formyloxy-mappicin ketone, ketone, BrCC(=O)OC(C)(C)C (t-butyl bromoacetate), FC(C(=O)[O-])(F)F (trifluoroacetate). The reagents and catalysts are [Zn] (zinc). The product is CC[C@]1(CC(=O)OCC2=C1C=C3C4=C(C=C5C=CC=CC5=N4)CN3C2=O)O (homocamptothecin). As a reaction SMILES: [CH3:1][CH2:2][C@@:3]1([OH:26])[C:8](=[O:9])[O:7][CH2:6][C:5]2[C:10]([N:12]3[C:24](=[CH:25][C:4]1=2)[C:23]1[N:22]=[C:21]2[C:16]([CH:17]=[CH:18][CH:19]=[CH:20]2)=[CH:15][C:14]=1[CH2:13]3)=[O:11].[BH4-].[Na+].I(O)(=O)(=O)=O.Br[CH2:35]C(OC(C)(C)C)=O.FC(F)(F)C([O-])=O>[Zn]>[CH3:1][CH2:2][C@:3]1([OH:26])[C:4]2[CH:25]=[C:24]3[N:12]([C:10](=[O:11])[C:5]=2[CH2:6][O:7][C:8](=[O:9])[CH2:35]1)[CH2:13][C:14]1[CH:15]=[C:16]2[C:21](=[N:22][C:23]3=1)[CH:20]=[CH:19][CH:18]=[CH:17]2 |f:1.2|. Procedure details: is prepared according to the procedure of Bigg et al. (Bioorg. Med. Chem. Lett. 1997, 17, 2235-2238) by the reduction of camptothecin with sodium borohydride. This furnishes the hydroxylactol which converts to formyloxy-mappicin ketone using periodic acid. The reaction of this ketone with zinc and t-butyl bromoacetate followed treatment with trifluoroacetate affords homocamptothecin. To then derivitize homocamptothecin at the 12-position, a suspension of homocamptothecin (3.12 g, 8.6 mmol) in a ... Procedure details: The title compound, off-white solid (92 mg, 84%), MS (ISP) m/z=439.4 [(M+H)+], mp 197° C., was prepared in accordance with the general method of example 1 from trans-4-{2-[4-(2,3-dihydro-benzofuran-4-yl)-piperidin-1-yl]-ethyl}-cyclohexylamine dihydrochloride (intermediate B) (100 mg, 0.25 mmol) and 3,3,3-trifluoropropanoic acid. The reactants are solid, Cl.Cl.O1CCC2=C1C=CC=C2C2CCN(CC2)CC[C@@H]2CC[C@H](CC2)N (trans-4-{2-[4-(2,3-dihydro-benzofuran-4-yl)-piperidin-1-yl]-ethyl}-cyclohexylamine dihydrochloride), Cl.Cl.O1CCC2=C1C=CC=C2C2CCN(CC2)CC[C@@H]2CC[C@H](CC2)N (trans-4-{2-[4-(2,3-dihydro-benzofuran-4-yl)-piperidin-1-yl]-ethyl}-cyclohexylamine dihydrochloride), FC(CC(=O)O)(F)F (3,3,3-trifluoropropanoic acid). RXN SMILES: Cl.Cl.[O:3]1[C:7]2[CH:8]=[CH:9][CH:10]=[C:11]([CH:12]3[CH2:17][CH2:16][N:15]([CH2:18][CH2:19][C@H:20]4[CH2:25][CH2:24][C@H:23]([NH2:26])[CH2:22][CH2:21]4)[CH2:14][CH2:13]3)[C:6]=2[CH2:5][CH2:4]1.[F:27][C:28]([F:34])([F:33])[CH2:29][C:30](O)=[O:31]>>[O:3]1[C:7]2[CH:8]=[CH:9][CH:10]=[C:11]([CH:12]3[CH2:17][CH2:16][N:15]([CH2:18][CH2:19][C@H:20]4[CH2:21][CH2:22][C@H:23]([NH:26][C:30](=[O:31])[CH2:29][C:28]([F:34])([F:33])[F:27])[CH2:24][CH2:25]4)[CH2:14][CH2:13]3)[C:6]=2[CH2:5][CH2:4]1 |f:0.1.2|. Product: O1CCC2=C1C=CC=C2C2CCN(CC2)CC[C@@H]2CC[C@H](CC2)NC(CC(F)(F)F)=O (trans-N-(4-{2-[4-(2,3-Dihydro-benzofuran-4-yl)-piperidin-1-yl]ethyl}-cyclohexyl)-3,3,3-trifluoro-propionamide).